From a dataset of the Open Reaction Database (ORD), a public repository of structured organic reaction records. describe an organic reaction: reactants, conditions, products, and yield The reactants are C(C)(C)(C)OC(NC1=CC(=C(C=C1)C1=CC(=CC=C1)C(NC1=CC=C(C=C1)N1CCOCC1)=O)C)=O ([2-Methyl-3′-(4-morpholin-4-yl-phenylcarbamoyl)-biphenyl-4-yl]-carbamic acid tert-butyl ester), Cl (HCl). The solvent is CO (methanol). The product is N1(CCOCC1)C1=CC=C(C=C1)NC(=O)C=1C=C(C=CC1)C1=C(C=C(C=C1)N)C (4′-Amino-2′-methyl-biphenyl-3-carboxylic acid (4-morpholin-4-yl-phenyl)-amide). As a reaction SMILES: C(OC(=O)[NH:7][C:8]1[CH:13]=[CH:12][C:11]([C:14]2[CH:19]=[CH:18][CH:17]=[C:16]([C:20](=[O:34])[NH:21][C:22]3[CH:27]=[CH:26][C:25]([N:28]4[CH2:33][CH2:32][O:31][CH2:30][CH2:29]4)=[CH:24][CH:23]=3)[CH:15]=2)=[C:10]([CH3:35])[CH:9]=1)(C)(C)C.Cl>CO>[N:28]1([C:25]2[CH:24]=[CH:23][C:22]([NH:21][C:20]([C:16]3[CH:15]=[C:14]([C:11]4[CH:12]=[CH:13][C:8]([NH2:7])=[CH:9][C:10]=4[CH3:35])[CH:19]=[CH:18][CH:17]=3)=[O:34])=[CH:27][CH:26]=2)[CH2:33][CH2:32][O:31][CH2:30][CH2:29]1. Reported procedure: [2-Methyl-3′-(4-morpholin-4-yl-phenylcarbamoyl)-biphenyl-4-yl]-carbamic acid tert-butyl ester (670 mg) was stirred in methanol (15 ml) and 5M HCl (5 ml) at 20 C for 2 days. TLC indicated that the reaction was progressing slowly and so the mixture was heated to reflux for 6 h. The reaction was allowed to cool and was then basified and extracted with dichloromethane. The dried extract was evaporated and the residue purified on silica gel. Elution with dichloromethane:ethanol:0.880 ammonia; 400:8:1... Reactants: O=C1c2ccccc2C(=O)N1CCl, CN(C)C=O, Oc1ccncc1. Yields the product O=C1c2ccccc2C(=O)N1COc1ccncc1. RXN SMILES: [Cl:8][CH2:9][N:10]1[C:11](=[O:20])[c:12]2[c:13]([cH:16][cH:17][cH:18][cH:19]2)[C:14]1=[O:15].[O:21]=[CH:22][N:23]([CH3:24])[CH3:25].[OH:1][c:2]1[cH:3][cH:4][n:5][cH:6][cH:7]1>>[O:1]([c:2]1[cH:3][cH:4][n:5][cH:6][cH:7]1)[CH2:9][N:10]1[C:11](=[O:20])[c:12]2[c:13]([cH:16][cH:17][cH:18][cH:19]2)[C:14]1=[O:15]. Reactants: CC(C)(C)OC(=O)N1CCC(=C(Br)c2ccccc2)CC1, COCCOC, OB(O)c1cc(F)cc(F)c1, [Na+], [Na+], O=C([O-])[O-]. The product is CC(C)(C)OC(=O)N1CCC(=C(c2ccccc2)c2cc(F)cc(F)c2)CC1. RXN SMILES: [C:1]([CH3:2])([CH3:3])([CH3:4])[O:5][C:6](=[O:7])[N:8]1[CH2:9][CH2:10][C:11](=[C:14]([c:15]2[cH:16][cH:17][cH:18][cH:19][cH:20]2)[Br:21])[CH2:12][CH2:13]1.[CH3:39][O:40][CH2:41][CH2:42][O:43][CH3:44].[F:22][c:23]1[cH:24][c:25]([B:30]([OH:31])[OH:32])[cH:26][c:27]([F:29])[cH:28]1.[Na+:33].[Na+:34].[O-:35][C:36](=[O:37])[O-:38]>>[C:1]([CH3:2])([CH3:3])([CH3:4])[O:5][C:6](=[O:7])[N:8]1[CH2:9][CH2:10][C:11](=[C:14]([c:15]2[cH:16][cH:17][cH:18][cH:19][cH:20]2)[c:25]2[cH:24][c:23]([F:22])[cH:28][c:27]([F:29])[cH:26]2)[CH2:12][CH2:13]1. Reaction SMILES: [Br:23][CH:24]([C:25](=[O:26])[O:27][CH2:28][CH3:29])[CH3:30].[CH3:31][C:32]([CH2:33][CH:34]([CH3:35])[CH3:36])=[O:37].[Cl:1][c:2]1[cH:3][cH:4][c:5]([C:8]([c:9]2[cH:10][cH:11][c:12]([OH:15])[cH:13][cH:14]2)=[O:16])[cH:6][cH:7]1.[K+:17].[K+:18].[O-:19][C:20]([O-:21])=[O:22]>>[Cl:1][c:2]1[cH:3][cH:4][c:5]([C:8]([c:9]2[cH:10][cH:11][c:12]([O:15][CH:24]([C:25](=[O:26])[O:27][CH2:28][CH3:29])[CH3:30])[cH:13][cH:14]2)=[O:16])[cH:6][cH:7]1. Reactants: CCOC(=O)C(C)Br, CC(=O)CC(C)C, O=C(c1ccc(O)cc1)c1ccc(Cl)cc1, [K+], [K+], O=C([O-])[O-]. Product: CCOC(=O)C(C)Oc1ccc(C(=O)c2ccc(Cl)cc2)cc1. The reactants are FC1=CC=CC2=C1CCC(C(N2CC(F)(F)F)=O)N2N=NC(=C2)C2=C(C=C(C=C2)C2=CC=NC=C2)F (6-fluoro-3-{-4-[2-fluoro-4-(pyridin-4-yl)phenyl]-1H-1,2,3-triazol-1-yl}-1-(2,2,2-trifluoroethyl)-1,3,4,5-tetrahydro-2H-1-benzazepin-2-one), C(#C)C1=C(C=C(C=C1)C1=NOC(=N1)C)OC (3-(4-ethynyl-3-methoxy-phenyl)-5-methyl-1,2,4-oxadiazole), alkyne. Product: FC1=CC=CC2=C1CCC(C(N2CC(F)(F)F)=O)N2N=NC(=C2)C2=C(C=C(C=C2)C2=NOC(=N2)C)OC (6-fluoro-3-{4-[2-methoxy-4-(5-methyl-1,2,4-oxadiazol-3-yl)phenyl]-1H-1,2,3-triazol-1-yl}-1-(2,2,2-trifluoroethyl)-1,3,4,5-tetrahydro-2H-1-benzazepin-2-one). Reaction SMILES: [F:1][C:2]1[C:7]2[CH2:8][CH2:9][CH:10]([N:19]3C=C(C4C=CC(C5C=CN=CC=5)=CC=4F)[N:21]=[N:20]3)[C:11](=[O:18])[N:12]([CH2:13][C:14]([F:17])([F:16])[F:15])[C:6]=2[CH:5]=[CH:4][CH:3]=1.[C:37]([C:39]1[CH:44]=[CH:43][C:42]([C:45]2[N:49]=[C:48]([CH3:50])[O:47][N:46]=2)=[CH:41][C:40]=1[O:51][CH3:52])#[CH:38]>>[F:1][C:2]1[C:7]2[CH2:8][CH2:9][CH:10]([N:19]3[CH:38]=[C:37]([C:39]4[CH:44]=[CH:43][C:42]([C:45]5[N:49]=[C:48]([CH3:50])[O:47][N:46]=5)=[CH:41][C:40]=4[O:51][CH3:52])[N:21]=[N:20]3)[C:11](=[O:18])[N:12]([CH2:13][C:14]([F:15])([F:16])[F:17])[C:6]=2[CH:5]=[CH:4][CH:3]=1. Procedure details: The title compound was prepared by the same route as 6-fluoro-3-{-4-[2-fluoro-4-(pyridin-4-yl)phenyl]-1H-1,2,3-triazol-1-yl}-1-(2,2,2-trifluoroethyl)-1,3,4,5-tetrahydro-2H-1-benzazepin-2-one, using 3-(4-ethynyl-3-methoxy-phenyl)-5-methyl-1,2,4-oxadiazole as the alkyne. Starting materials: CN, COC(=O)C(C)Oc1cccc2ncnc(Nc3ccc4c(cnn4Cc4ccccn4)c3)c12. The product is CNC(=O)C(C)Oc1cccc2ncnc(Nc3ccc4c(cnn4Cc4ccccn4)c3)c12. Reaction SMILES: [CH3:35][NH2:36].[n:1]1[c:2]([CH2:7][n:8]2[n:9][cH:10][c:11]3[cH:12][c:13]([NH:17][c:18]4[n:19][cH:20][n:21][c:22]5[cH:23][cH:24][cH:25][c:26]([O:28][CH:29]([C:30](=[O:31])[O:32][CH3:33])[CH3:34])[c:27]45)[cH:14][cH:15][c:16]23)[cH:3][cH:4][cH:5][cH:6]1>>[n:1]1[c:2]([CH2:7][n:8]2[n:9][cH:10][c:11]3[cH:12][c:13]([NH:17][c:18]4[n:19][cH:20][n:21][c:22]5[cH:23][cH:24][cH:25][c:26]([O:28][CH:29]([C:30](=[O:31])[NH:36][CH3:35])[CH3:34])[c:27]45)[cH:14][cH:15][c:16]23)[cH:3][cH:4][cH:5][cH:6]1. Starting materials: CC(=O)[O-], CC(=O)[O-], CC(=O)[O-], CC(=O)[O-], COc1ccccc1, ClC(Cl)Cl, O=C(O)C(Cl)Cl, [Pb+4]. Yields the product CC(=O)[O-], CC(=O)[O-], CC(=O)[O-], COc1ccc([Pb+3])cc1. Reaction SMILES: [C:13]([O-:14])(=[O:15])[CH3:16].[C:1]([CH3:2])(=[O:3])[O-:4].[C:5]([CH3:6])(=[O:7])[O-:8].[C:9]([CH3:10])(=[O:11])[O-:12].[CH3:18][O:19][c:20]1[cH:21][cH:22][cH:23][cH:24][cH:25]1.[CH:26]([Cl:27])([Cl:28])[Cl:29].[OH:30][C:31]([CH:32]([Cl:33])[Cl:34])=[O:35].[Pb+4:17]>>[C:1]([CH3:2])(=[O:3])[O-:4].[C:5]([CH3:6])(=[O:7])[O-:8].[C:9]([CH3:10])(=[O:11])[O-:12].[Pb+3:17][c:23]1[cH:22][cH:21][c:20]([O:19][CH3:18])[cH:25][cH:24]1. Reactants: ( P ), C(C)OC(C(CCCCCC1(N=C(C(=N1)C1=CC=CC=C1)C1=CC=CC=C1)C)C)=O (2-Methyl-7-(2-methyl-4,5-diphenyl-imidazol-2-yl)-heptanoic acid ethyl ester), [OH-].[Na+] (Sodium Hydroxide), CO (Methanol). Product: CC(C(=O)O)CCCCCN1C(=NC(=C1C1=CC=CC=C1)C1=CC=CC=C1)C (2-Methyl-7-(2-methyl-4,5-diphenyl-imidazol-1-yl)-heptanoic acid). Yield: 99.0%. RXN SMILES: C(OC(=O)C(C)CCCCC[C:11]1([CH3:28])[N:15]=[C:14]([C:16]2[CH:21]=[CH:20][CH:19]=[CH:18][CH:17]=2)[C:13]([C:22]2[CH:27]=[CH:26][CH:25]=[CH:24][CH:23]=2)=[N:12]1)C.[OH-:31].[Na+].[CH3:33][OH:34]>>[CH3:23][CH:22]([CH2:13][CH2:14][CH2:16][CH2:17][CH2:18][N:15]1[C:14]([C:16]2[CH:17]=[CH:18][CH:19]=[CH:20][CH:21]=2)=[C:13]([C:22]2[CH:27]=[CH:26][CH:25]=[CH:24][CH:23]=2)[N:12]=[C:11]1[CH3:28])[C:33]([OH:34])=[O:31] |f:1.2|. Procedure details: (Scheme 3 (P)) A solution of starting material 2-Methyl-7-(2-methyl-4,5-diphenyl-imidazol-2-yl)-heptanoic acid ethyl ester (130 mg, 0.32 mmole) in Methanol (5 ml) and Sodium Hydroxide (64 mg, 1.61 mmole) was let stirred under reflux for 18 hrs. The next day, the reaction was let cooled to room temperature and concentrated in vacuo. The residue was diluted with water, and acidified with Hydrochloric Acid (3N). The aqueous layer was extracted with Dichloromethane (3×10 ml). The organic layers were... Starting materials: [H-].[Na+] (Sodium hydride), CC1=CC=C(S1)CCCO (3-(5-methyl-2-thienyl)-1-propanol), ClC1=NSN=C1C=1C=NC=CC1 (3-(3-chloro-1,2,5-thiadiazol-4-yl)pyridine). RXN SMILES: [H-].[Na+].[CH3:3][C:4]1[S:8][C:7]([CH2:9][CH2:10][CH2:11][OH:12])=[CH:6][CH:5]=1.Cl[C:14]1[C:18]([C:19]2[CH:20]=[N:21][CH:22]=[CH:23][CH:24]=2)=[N:17][S:16][N:15]=1>C1COCC1>[CH3:3][C:4]1[S:8][C:7]([CH2:9][CH2:10][CH2:11][O:12][C:14]2[C:18]([C:19]3[CH:20]=[N:21][CH:22]=[CH:23][CH:24]=3)=[N:17][S:16][N:15]=2)=[CH:6][CH:5]=1 |f:0.1|. Product: CC1=CC=C(S1)CCCOC1=NSN=C1C=1C=NC=CC1 (3-(3-(5-methyl-2-thienyl)propoxy-1,2,5-thiadiazol-4-yl)pyridine). The solvent is C1CCOC1 (THF), C1CCOC1 (THF). Procedure details: Sodium hydride (10.2 mmol) was added to a solution of 3-(5-methyl-2-thienyl)-1-propanol (4.0 g, 25.5 mmol) in THF (40 ml). The mixture was stirred for 1 h at room temperature, whereupon a solution of 3-(3-chloro-1,2,5-thiadiazol-4-yl)pyridine (EP 0384288) (1.0 g, 5.1 mmol) in THF (10 ml) was added dropwise to the reaction mixture. After stirring overnight at room temperature, the reaction was quenched with water then extracted with diethyl ether. The organic phase was dried over NaCl/Na2So4 then... Run at time 8 hour. Starting materials: C(C)(=O)NC1(CC1)C1=CC=C(C=C1)OC (4-(1-(N-Acetylamino)cyclopropyl)anisole), [H-].[Na+] (sodium hydride), IC (iodomethane). Solvent: [NH4+].[Cl-] (NH4Cl), O (H2O), CN(C)C=O (DMF). Run at time 15 minute. Yields the product C(C)(=O)N(C)C1(CC1)C1=CC=C(C=C1)OC (4-(1-(N-acetyl-N-methylamino)cyclopropyl)anisole). The yield is 73.4%. As a reaction SMILES: [H-].[Na+].[C:3]([NH:6][C:7]1([C:10]2[CH:15]=[CH:14][C:13]([O:16][CH3:17])=[CH:12][CH:11]=2)[CH2:9][CH2:8]1)(=[O:5])[CH3:4].I[CH3:19]>CN(C=O)C.[NH4+].[Cl-].O>[C:3]([N:6]([C:7]1([C:10]2[CH:11]=[CH:12][C:13]([O:16][CH3:17])=[CH:14][CH:15]=2)[CH2:9][CH2:8]1)[CH3:19])(=[O:5])[CH3:4] |f:0.1,5.6|. Reported procedure: To a stirred suspension of 60% sodium hydride (234 mg, 5.85 mmol) (washed with pentane) in dry DMF (20 ml) was added Compound 8 (1.00 g, 4.87 mmol) portionwise at room temperature. After 15 min., to this was added iodomethane (1.04 g, 7.31 mmol) at same temperature. The reaction mixture was stirred at room temperature for 2 h. The mixture was diluted with sat. NH4Cl aq. (20 ml)-H2O (20 ml) and extracted with toluene-AcOEt (1:2). The combined solution was washed with water and brine, dried(MgSO4)...